From a dataset of the Open Reaction Database (ORD), a public repository of structured organic reaction records. describe an organic reaction: reactants, conditions, products, and yield Starting materials: C(C)OC(\C=C(\[C@@H]([C@@H](CCC)C)C)/NOC)=O ((4R,5R)-3-methoxyamino-4,5-dimethyl-(Z)-oct-2-enoic acid ethyl ester), methoxyamino ester, [H][H] (hydrogen). The reagents and catalysts are [Ni] (Raney nickel), [Ni] (Ra—Ni). Run in CO (MeOH). The product is C(C)OC(\C=C(\[C@@H]([C@@H](CCC)C)C)/N)=O ((4R,5R)-3-Amino-4,5-dimethyl-(Z)-oct-2-enoic acid ethyl ester). Isolated yield 100.1%. As a reaction SMILES: [CH2:1]([O:3][C:4](=[O:17])/[CH:5]=[C:6](\[NH:14]OC)/[C@H:7]([CH3:13])[C@H:8]([CH3:12])[CH2:9][CH2:10][CH3:11])[CH3:2].[H][H]>[Ni].CO>[CH2:1]([O:3][C:4](=[O:17])/[CH:5]=[C:6](\[NH2:14])/[C@H:7]([CH3:13])[C@H:8]([CH3:12])[CH2:9][CH2:10][CH3:11])[CH3:2]. Reported procedure: A reactor vessel charged with 171 g of (4R,5R)-3-methoxyamino-4,5-dimethyl-(Z)-oct-2-enoic acid ethyl ester, 1600 mL of MeOH, and 65 g of Raney nickel (Ra—Ni) catalyst. The methoxyamino ester was reacted with hydrogen at 50 psig to 55 psig. During the hydrogenation, additional Ra—Ni was added at reaction times of 8 hours (20 g), 21 hours (20 g), and 37 hours (8 g). After the reaction was completed (51 hours), the Ra—Ni was filtered off and the filtrate was concentrated under reduced pressure to ... The reactants are O=Cc1ccc2nc(Cl)nc(N3CCOCC3)c2n1, CN(C)C=O. The product is O=C(O)c1ccc2nc(Cl)nc(N3CCOCC3)c2n1. RXN SMILES: [Cl:1][c:2]1[n:3][c:4]([N:14]2[CH2:15][CH2:16][O:17][CH2:18][CH2:19]2)[c:5]2[c:6]([n:7]1)[cH:8][cH:9][c:10]([CH:12]=[O:13])[n:11]2.[O:20]=[CH:21][N:22]([CH3:23])[CH3:24]>>[Cl:1][c:2]1[n:3][c:4]([N:14]2[CH2:15][CH2:16][O:17][CH2:18][CH2:19]2)[c:5]2[c:6]([n:7]1)[cH:8][cH:9][c:10]([C:12](=[O:13])[OH:20])[n:11]2.